Dataset: the Open Reaction Database (ORD), a public repository of structured organic reaction records. Task: describe an organic reaction: reactants, conditions, products, and yield Reactants: C([O-])(O)=O.[Na+] (Sodium bicarbonate), NC=1C=CC2=C(NC(CCC2)=O)C1 (8-Amino-1,3,4,5-tetrahydro-benzo[b]azepin-2-one), ClC1=NC=C(C(=N1)NC1=C(C(=O)NCC#C)C=C(C=C1F)F)Cl (2-(2,5-Dichloro-pyrimidin-4-ylamino)-3,5-difluoro-N-prop-2-ynyl-benzamide), C12(C(=O)CC(CC1)C2(C)C)CS(=O)(=O)O (10-Camphorsulfonic acid). The solvent is C(C)(C)O (Isopropyl alcohol). The product is ClC=1C(=NC(=NC1)NC1=CC2=C(CCCC(N2)=O)C=C1)NC1=C(C(=O)NCC#C)C=C(C=C1F)F (2-[5-Chloro-2-(2-oxo-2,3,4,5-tetrahydro-1H-1-benzazepin-8-ylamino)-pyrimidin-4-ylamino]-3,5-difluoro-N-prop-2-ynyl-benzamide), solids. The yield is 51.0%. RXN SMILES: [NH2:1][C:2]1[CH:3]=[CH:4][C:5]2[CH2:11][CH2:10][CH2:9][C:8](=[O:12])[NH:7][C:6]=2[CH:13]=1.Cl[C:15]1[N:20]=[C:19]([NH:21][C:22]2[C:33]([F:34])=[CH:32][C:31]([F:35])=[CH:30][C:23]=2[C:24]([NH:26][CH2:27][C:28]#[CH:29])=[O:25])[C:18]([Cl:36])=[CH:17][N:16]=1.C12(CS(O)(=O)=O)C(C)(C)C(CC1)CC2=O.C(=O)(O)[O-].[Na+]>C(O)(C)C>[Cl:36][C:18]1[C:19]([NH:21][C:22]2[C:33]([F:34])=[CH:32][C:31]([F:35])=[CH:30][C:23]=2[C:24]([NH:26][CH2:27][C:28]#[CH:29])=[O:25])=[N:20][C:15]([NH:1][C:2]2[CH:3]=[CH:4][C:5]3[CH2:11][CH2:10][CH2:9][C:8](=[O:12])[NH:7][C:6]=3[CH:13]=2)=[N:16][CH:17]=1 |f:3.4|. Procedure details: 8-Amino-1,3,4,5-tetrahydro-benzo[b]azepin-2-one (0.037 g, 0.00021 mol), 2-(2,5-Dichloro-pyrimidin-4-ylamino)-3,5-difluoro-N-prop-2-ynyl-benzamide (0.069 g, 0.00019 mol), and 10-Camphorsulfonic acid (0.0045 g, 0.000019 mol), in Isopropyl alcohol (1 mL) was microwaved at 120° C. for 30 minutes. Sodium bicarbonate was added to the reaction mixture, which was then filtered and the resulting ppt was washed first with water then three times with 1 mL of Isopropyl alcohol. 2-[5-Chloro-2-(2-oxo-2,3,4,5-... The reactants are ClC1=NC(=NC(=C1C#N)N[C@@H](C)C1=C(C=C2C(=N1)C=CN2C)C2=CC=NN2C)SC ((S)-4-chloro-6-((1-(1-methyl-6-(1-methyl-1H-pyrazol-5-yl)-1H-pyrrolo[3,2-b]pyridin-5-yl)ethyl)amino)-2-(methylthio)pyrimidine-5-carbonitrile), [OH-].[NH4+] (ammonium hydroxide), [OH-].[NH4+] (ammonium hydroxide). Run at temperature 85 celsius. Product: NC1=NC(=NC(=C1C#N)N[C@@H](C)C1=C(C=C2C(=N1)C=CN2C)C2=CC=NN2C)SC ((S)-4-Amino-6-((1-(1-methyl-6-(1-methyl-1H-pyrazol-5-yl)-1H-pyrrolo[3,2-b]pyridin-5-yl)ethyl)amino)-2-(methylthio)pyrimidine-5-carbonitrile). As a reaction SMILES: Cl[C:2]1[C:7]([C:8]#[N:9])=[C:6]([NH:10][C@H:11]([C:13]2[N:18]=[C:17]3[CH:19]=[CH:20][N:21]([CH3:22])[C:16]3=[CH:15][C:14]=2[C:23]2[N:27]([CH3:28])[N:26]=[CH:25][CH:24]=2)[CH3:12])[N:5]=[C:4]([S:29][CH3:30])[N:3]=1.[OH-].[NH4+:32]>>[NH2:32][C:2]1[C:7]([C:8]#[N:9])=[C:6]([NH:10][C@H:11]([C:13]2[N:18]=[C:17]3[CH:19]=[CH:20][N:21]([CH3:22])[C:16]3=[CH:15][C:14]=2[C:23]2[N:27]([CH3:28])[N:26]=[CH:25][CH:24]=2)[CH3:12])[N:5]=[C:4]([S:29][CH3:30])[N:3]=1 |f:1.2|. Reported procedure: A mixture of (S)-4-chloro-6-((1-(1-methyl-6-(1-methyl-1H-pyrazol-5-yl)-1H-pyrrolo[3,2-b]pyridin-5-yl)ethyl)amino)-2-(methylthio)pyrimidine-5-carbonitrile (1.857 g, 4.23 mmol) and ammonium hydroxide (0.494 mL, 12.69 mmol) was heated at 85° C. in a microwave reactor for 12 hours. Additional ammonium hydroxide (0.494 mL, 12.69 mmol) was added. The reaction mixture was heated at 85° C. in a microwave reactor for 6 hours and then concentrated to give the title compound, which was used without further... Starting materials: solution, Cl (hydrogen chloride), CN(CC(COC1=C(C=CC=C1)CCCCC1=C(C=CC=C1)O)O)C (3-dimethylamino-1-{2-[4-(2-hydroxyphenyl)butyl]phenoxy}-2-propanol). The solvent is O1CCOCC1 (dioxane), C(C)(=O)OCC (ethyl acetate). Yields the product Cl.CN(CC(COC1=C(C=CC=C1)CCCCC1=C(C=CC=C1)O)O)C (3-Dimethylamino-1-{2-[4-(2-hydroxyphenyl)butyl]phenoxy}-2-propanol hydrochloride). The yield is 50.0%. Reaction SMILES: [ClH:1].[CH3:2][N:3]([CH3:26])[CH2:4][CH:5]([OH:25])[CH2:6][O:7][C:8]1[CH:13]=[CH:12][CH:11]=[CH:10][C:9]=1[CH2:14][CH2:15][CH2:16][CH2:17][C:18]1[CH:23]=[CH:22][CH:21]=[CH:20][C:19]=1[OH:24]>O1CCOCC1.C(OCC)(=O)C>[ClH:1].[CH3:26][N:3]([CH3:2])[CH2:4][CH:5]([OH:25])[CH2:6][O:7][C:8]1[CH:13]=[CH:12][CH:11]=[CH:10][C:9]=1[CH2:14][CH2:15][CH2:16][CH2:17][C:18]1[CH:23]=[CH:22][CH:21]=[CH:20][C:19]=1[OH:24] |f:4.5|. Procedure: Following a procedure similar to that described in Example 1(c), 0.5 ml of a 4N solution of hydrogen chloride in dioxane was added to a solution of 281 mg of 3-dimethylamino-1-{2-[4-(2-hydroxyphenyl)butyl]phenoxy}-2-propanol [prepared as described in step (b) above] in ethyl acetate. The reaction mixture was then concentrated by evaporation under reduced pressure and the resulting oily residue was dissolved in ethyl acetate; the solution was then cooled. The crystals which precipitated were coll... The reactants are CC(=O)O, CC(C)(C)c1cccc(C(C)(C)C)c1O, C1CCCCC1, O=[N+]([O-])O. Product: CC(C)(C)c1cc([N+](=O)[O-])cc(C(C)(C)C)c1O. As a reaction SMILES: [C:16]([OH:17])(=[O:18])[CH3:19].[C:1]([CH3:2])([CH3:3])([CH3:4])[c:5]1[c:6]([OH:15])[c:7]([C:11]([CH3:12])([CH3:13])[CH3:14])[cH:8][cH:9][cH:10]1.[CH2:24]1[CH2:25][CH2:26][CH2:27][CH2:28][CH2:29]1.[N+:20](=[O:21])([OH:22])[O-:23]>>[C:1]([CH3:2])([CH3:3])([CH3:4])[c:5]1[c:6]([OH:15])[c:7]([C:11]([CH3:12])([CH3:13])[CH3:14])[cH:8][c:9]([N+:20](=[O:21])[O-:22])[cH:10]1.